Dataset: the Open Reaction Database (ORD), a public repository of structured organic reaction records. Task: describe an organic reaction: reactants, conditions, products, and yield Starting materials: C(C)N1C=C(C(C2=CC(=C(C(=C12)F)F)F)=O)C(=O)OCC (ethyl 1-ethyl-6,7,8-trifluoro-1,4-dihydro-4-oxoquinoline-3-carboxylate), CC1NCCNC1 (2-methylpiperazine). Run in N1=CC=CC=C1 (pyridine). Product: C(C)N1C=C(C(C2=CC(=C(C(=C12)F)N1CC(NCC1)C)F)=O)C(=O)O (1-Ethyl-6,8-difluoro-1,4-dihydro-7-(3-methyl-1-piperazinyl)-4-oxoquinoline-3-carboxylic acid). Yield: 56.8%. Reaction SMILES: [CH2:1]([N:3]1[C:12]2[C:7](=[CH:8][C:9]([F:15])=[C:10](F)[C:11]=2[F:13])[C:6](=[O:16])[C:5]([C:17]([O:19]CC)=[O:18])=[CH:4]1)[CH3:2].[CH3:22][CH:23]1[CH2:28][NH:27][CH2:26][CH2:25][NH:24]1>N1C=CC=CC=1>[CH2:1]([N:3]1[C:12]2[C:7](=[CH:8][C:9]([F:15])=[C:10]([N:27]3[CH2:26][CH2:25][NH:24][CH:23]([CH3:22])[CH2:28]3)[C:11]=2[F:13])[C:6](=[O:16])[C:5]([C:17]([OH:19])=[O:18])=[CH:4]1)[CH3:2]. Reported procedure: A mixture of 1.50 g of ethyl 1-ethyl-6,7,8-trifluoro-1,4-dihydro-4-oxoquinoline-3-carboxylate, 1.50 g of 2-methylpiperazine and 5 ml of pyridine was heated for 3 hours under reflux. The solvent of the reaction mixture was evaporated and the residue was dissolved in chloroform. The solution was washed with water, dried and evaporated. The residue was recrystallized from a mixture of benzene and isopropyl ether to give 1.00 g of the title compound as colorless needles, M.p. 126.5°-127.5° C.